Dataset: the Open Reaction Database (ORD), a public repository of structured organic reaction records. Task: describe an organic reaction: reactants, conditions, products, and yield Reactants: CC(=O)O, CN1C(=O)COc2cc(F)c(-n3c(=O)cc(C(F)(F)F)n(C)c3=O)c([N+](=O)[O-])c21, [Fe]. Yields the product CN1C(=O)COc2cc(F)c(-n3c(=O)cc(C(F)(F)F)n(C)c3=O)c(N)c21. RXN SMILES: [CH3:30][C:31](=[O:32])[OH:33].[F:1][c:2]1[cH:3][c:4]2[c:5]([c:12]([N+:27]([O-:28])=[O:29])[c:13]1-[n:14]1[c:15](=[O:26])[n:16]([CH3:25])[c:17]([C:21]([F:22])([F:23])[F:24])[cH:18][c:19]1=[O:20])[N:6]([CH3:11])[C:7](=[O:10])[CH2:8][O:9]2.[Fe:34]>>[F:1][c:2]1[cH:3][c:4]2[c:5]([c:12]([NH2:27])[c:13]1-[n:14]1[c:15](=[O:26])[n:16]([CH3:25])[c:17]([C:21]([F:22])([F:23])[F:24])[cH:18][c:19]1=[O:20])[N:6]([CH3:11])[C:7](=[O:10])[CH2:8][O:9]2. Reactants: CC(C)(C)OC(=O)c1ccccc1Br, CC(C)O, Cc1ccc(B(O)O)cc1F, [Na+], [Na+], O=C([O-])[O-], O, c1ccc(P(c2ccccc2)(c2ccccc2)[Pd](P(c2ccccc2)(c2ccccc2)c2ccccc2)(P(c2ccccc2)(c2ccccc2)c2ccccc2)P(c2ccccc2)(c2ccccc2)c2ccccc2)cc1. Yields the product Cc1ccc(-c2ccccc2C(=O)OC(C)(C)C)cc1F. Reaction SMILES: [C:1]([CH3:2])([CH3:3])([CH3:4])[O:5][C:6]([c:7]1[c:8]([Br:13])[cH:9][cH:10][cH:11][cH:12]1)=[O:14].[CH:26]([OH:27])([CH3:28])[CH3:29].[F:15][c:16]1[cH:17][c:18]([B:23]([OH:24])[OH:25])[cH:19][cH:20][c:21]1[CH3:22].[Na+:30].[Na+:31].[O-:32][C:33](=[O:34])[O-:35].[OH2:36].[cH:37]1[cH:38][cH:39][c:40]([P:41]([Pd:42]([P:43]([c:44]2[cH:45][cH:46][cH:47][cH:48][cH:49]2)([c:50]2[cH:51][cH:52][cH:53][cH:54][cH:55]2)[c:56]2[cH:57][cH:58][cH:59][cH:60][cH:61]2)([P:62]([c:63]2[cH:64][cH:65][cH:66][cH:67][cH:68]2)([c:69]2[cH:70][cH:71][cH:72][cH:73][cH:74]2)[c:75]2[cH:76][cH:77][cH:78][cH:79][cH:80]2)[P:81]([c:82]2[cH:83][cH:84][cH:85][cH:86][cH:87]2)([c:88]2[cH:89][cH:90][cH:91][cH:92][cH:93]2)[c:94]2[cH:95][cH:96][cH:97][cH:98][cH:99]2)([c:100]2[cH:101][cH:102][cH:103][cH:104][cH:105]2)[c:106]2[cH:107][cH:108][cH:109][cH:110][cH:111]2)[cH:112][cH:113]1>>[C:1]([CH3:2])([CH3:3])([CH3:4])[O:5][C:6]([c:7]1[c:8](-[c:18]2[cH:17][c:16]([F:15])[c:21]([CH3:22])[cH:20][cH:19]2)[cH:9][cH:10][cH:11][cH:12]1)=[O:14]. The reactants are CC(C)S(=O)(=O)Cl, CCN(C(C)C)C(C)C, ClCCl, Nc1ccc(C(=O)Nc2ccc(Cl)c(-c3ccccn3)c2)cc1. The product is CC(C)S(=O)(=O)Nc1ccc(C(=O)Nc2ccc(Cl)c(-c3ccccn3)c2)cc1. As a reaction SMILES: [CH3:24][CH:25]([CH3:26])[S:27](=[O:28])(=[O:29])[Cl:30].[CH:31]([N:32]([CH2:33][CH3:34])[CH:35]([CH3:36])[CH3:37])([CH3:38])[CH3:39].[Cl:40][CH2:41][Cl:42].[NH2:1][c:2]1[cH:3][cH:4][c:5]([C:6](=[O:7])[NH:8][c:9]2[cH:10][c:11](-[c:16]3[n:17][cH:18][cH:19][cH:20][cH:21]3)[c:12]([Cl:15])[cH:13][cH:14]2)[cH:22][cH:23]1>>[NH:1]([c:2]1[cH:3][cH:4][c:5]([C:6](=[O:7])[NH:8][c:9]2[cH:10][c:11](-[c:16]3[n:17][cH:18][cH:19][cH:20][cH:21]3)[c:12]([Cl:15])[cH:13][cH:14]2)[cH:22][cH:23]1)[S:27]([CH:25]([CH3:24])[CH3:26])(=[O:28])=[O:29]. Reactants: IC1=NC(=NC(=N1)C)SC (2-iodo-4-methyl-6-(methylthio)-1,3,5-triazine), FC1=NC=CN=C1[Sn](CCCC)(CCCC)CCCC (2-fluoro-3-(tributylstannyl)pyrazine). Reagents/catalysts: C=1C=CC(=CC1)[P](C=2C=CC=CC2)(C=3C=CC=CC3)[Pd]([P](C=4C=CC=CC4)(C=5C=CC=CC5)C=6C=CC=CC6)([P](C=7C=CC=CC7)(C=8C=CC=CC8)C=9C=CC=CC9)[P](C=1C=CC=CC1)(C=1C=CC=CC1)C=1C=CC=CC1 (tetrakis(triphenylphosphine)palladium(0)). Solvent: C1(=CC=CC=C1)C (toluene). Conditions: temperature 110 celsius, time 18 hour. Yields the product FC=1C(=NC=CN1)C1=NC(=NC(=N1)C)SC (2-(3-fluoropyrazin-2-yl)-4-methyl-6-(methylthio)-1,3,5-triazine). The yield is 47.3%. Reaction SMILES: I[C:2]1[N:7]=[C:6]([CH3:8])[N:5]=[C:4]([S:9][CH3:10])[N:3]=1.[F:11][C:12]1[C:17]([Sn](CCCC)(CCCC)CCCC)=[N:16][CH:15]=[CH:14][N:13]=1>C1(C)C=CC=CC=1.C1C=CC([P]([Pd]([P](C2C=CC=CC=2)(C2C=CC=CC=2)C2C=CC=CC=2)([P](C2C=CC=CC=2)(C2C=CC=CC=2)C2C=CC=CC=2)[P](C2C=CC=CC=2)(C2C=CC=CC=2)C2C=CC=CC=2)(C2C=CC=CC=2)C2C=CC=CC=2)=CC=1>[F:11][C:12]1[C:17]([C:2]2[N:7]=[C:6]([CH3:8])[N:5]=[C:4]([S:9][CH3:10])[N:3]=2)=[N:16][CH:15]=[CH:14][N:13]=1 |^1:41,43,62,81|. Procedure details: A mixture of 2-iodo-4-methyl-6-(methylthio)-1,3,5-triazine (100 mg, 0.374 mmol), 2-fluoro-3-(tributylstannyl)pyrazine (145 mg, 0.374 mmol) and tetrakis(triphenylphosphine)palladium(0) (43.3 mg, 0.037 mmol) in toluene (2 mL) was stirred at 110° C. for 18 h. The mixture was cooled down to room temperature. The solvent was removed in vacuo and the residue was purified by silica gel chromatography eluting with 40% EtOAc/hexanes to give 2-(3-fluoropyrazin-2-yl)-4-methyl-6-(methylthio)-1,3,5-triazine ... Starting materials: ClC1=NC(=C(C=2N1C(NN2)=O)C2=CC=C(C=C2)Cl)C2=CC=C(C=C2)Cl (5-chloro-7,8-bis(4-chlorophenyl)-[1,2,4]triazolo[4,3-c]pyrimidin-3(2H)-one), C(C)(C)N (isopropylamine). The solvent is C1CCOC1 (THF). Reaction conditions: time 1 hour. The product is ClC1=CC=C(C=C1)C1=C(C=2N(C(=N1)NC(C)C)C(NN2)=O)C2=CC=C(C=C2)Cl (7,8-bis(4-chlorophenyl)-5-(isopropylamino)-[1,2,4]triazolo[4,3-c]pyrimidin-3(2H)-one). As a reaction SMILES: Cl[C:2]1[N:7]2[C:8](=[O:11])[NH:9][N:10]=[C:6]2[C:5]([C:12]2[CH:17]=[CH:16][C:15]([Cl:18])=[CH:14][CH:13]=2)=[C:4]([C:19]2[CH:24]=[CH:23][C:22]([Cl:25])=[CH:21][CH:20]=2)[N:3]=1.[CH:26]([NH2:29])([CH3:28])[CH3:27]>C1COCC1>[Cl:25][C:22]1[CH:23]=[CH:24][C:19]([C:4]2[N:3]=[C:2]([NH:29][CH:26]([CH3:28])[CH3:27])[N:7]3[C:8](=[O:11])[NH:9][N:10]=[C:6]3[C:5]=2[C:12]2[CH:17]=[CH:16][C:15]([Cl:18])=[CH:14][CH:13]=2)=[CH:20][CH:21]=1. Procedure details: To a stirring solution of 5-chloro-7,8-bis(4-chlorophenyl)-[1,2,4]triazolo[4,3-c]pyrimidin-3(2H)-one (39 mg, 0.10 mmol) in 1 mL THF, was added isopropylamine (18 mg, 0.30 mmol). The reaction mixture was stirred at room temperature for 1 h and then concentrated under reduced pressure. The resulting crude title compound was used in the next step without further purification. Solvent: C(Cl)Cl (methylene chloride). Reactants: C(CC)C1=NC2=C(N1CC1=CC=C(C=C1)C=1C(=CC=CC1)C(=O)OC(C)(C)C)C=C(C=C2Cl)NC(=O)NC2CCCCC2 (tert.butyl 4'-[(2-n-propyl-4-chloro-6-(cyclohexylaminocarbonylamino)-benzimidazol-1-yl)-methyl]-biphenyl-2-carboxylate), FC(C(=O)O)(F)F (trifluoroacetic acid). Product: C(CC)C1=NC2=C(N1CC1=CC=C(C=C1)C=1C(=CC=CC1)C(=O)O)C=C(C=C2Cl)NC(=O)NC2CCCCC2 (4'-[(2-n-Propyl-4-chloro-6-(cyclohexylaminocarbonyl-amino)-benzimidazol-1-yl)-methyl]-biphenyl-2-carboxylic acid). Procedure: Prepared analogously to Example 1 from tert.butyl 4'-[(2-n-propyl-4-chloro-6-(cyclohexylaminocarbonylamino)-benzimidazol-1-yl)-methyl]-biphenyl-2-carboxylate and trifluoroacetic acid in methylene chloride. RXN SMILES: [CH2:1]([C:4]1[N:8]([CH2:9][C:10]2[CH:15]=[CH:14][C:13]([C:16]3[C:17]([C:22]([O:24]C(C)(C)C)=[O:23])=[CH:18][CH:19]=[CH:20][CH:21]=3)=[CH:12][CH:11]=2)[C:7]2[CH:29]=[C:30]([NH:34][C:35]([NH:37][CH:38]3[CH2:43][CH2:42][CH2:41][CH2:40][CH2:39]3)=[O:36])[CH:31]=[C:32]([Cl:33])[C:6]=2[N:5]=1)[CH2:2][CH3:3].FC(F)(F)C(O)=O>C(Cl)Cl>[CH2:1]([C:4]1[N:8]([CH2:9][C:10]2[CH:15]=[CH:14][C:13]([C:16]3[C:17]([C:22]([OH:24])=[O:23])=[CH:18][CH:19]=[CH:20][CH:21]=3)=[CH:12][CH:11]=2)[C:7]2[CH:29]=[C:30]([NH:34][C:35]([NH:37][CH:38]3[CH2:39][CH2:40][CH2:41][CH2:42][CH2:43]3)=[O:36])[CH:31]=[C:32]([Cl:33])[C:6]=2[N:5]=1)[CH2:2][CH3:3]. Reactants: ClCCl, [N-]=[N+]=NC1CCN(C(=O)OCc2ccccc2)CCC1O. Product: [N-]=[N+]=NC1CCN(C(=O)OCc2ccccc2)CCC1=O. As a reaction SMILES: [Cl:22][CH2:23][Cl:24].[N:1](=[N+:2]=[N-:3])[CH:4]1[CH2:5][CH2:6][N:7]([C:12](=[O:13])[O:14][CH2:15][c:16]2[cH:17][cH:18][cH:19][cH:20][cH:21]2)[CH2:8][CH2:9][CH:10]1[OH:11]>>[N:1](=[N+:2]=[N-:3])[CH:4]1[CH2:5][CH2:6][N:7]([C:12](=[O:13])[O:14][CH2:15][c:16]2[cH:17][cH:18][cH:19][cH:20][cH:21]2)[CH2:8][CH2:9][C:10]1=[O:11]. The reactants are BrC1=C2C3(C(NC2=CC=C1)=O)COC=1C3=CC3=C(OCO3)C1 (4′-bromospiro[furo[2,3-f][1,3]benzodioxole-7,3′-indol]-2′(1′H)-one), CN(C1=CC=C(C=N1)B(O)O)C ([6-(dimethylamino)pyridin-3-yl]boronic acid), 4′-bromo-1-pentylspiro[furo[2,3-f][1,3]benzodioxole-7,3′-indol]-2′(1′H)-one, N1=CN=CC(=C1)B(O)O (pyrimidin-5-ylboronic acid). Product: N1=CN=CC(=C1)C1=C2C3(C(NC2=CC=C1)=O)COC=1C3=CC3=C(OCO3)C1 (4′-pyrimidin-5-ylspiro[furo[2,3-f][1,3]benzodioxole-7,3′-indol]-2′(1′H)-one). Reaction SMILES: Br[C:2]1[CH:10]=[CH:9][CH:8]=[C:7]2[C:3]=1[C:4]1([C:15]3=[CH:16][C:17]4[O:21][CH2:20][O:19][C:18]=4[CH:22]=[C:14]3[O:13][CH2:12]1)[C:5](=[O:11])[NH:6]2.[N:23]1[CH:28]=[C:27](B(O)O)[CH:26]=[N:25][CH:24]=1.CN(C)C1N=CC(B(O)O)=CC=1>>[N:23]1[CH:28]=[C:27]([C:2]2[CH:10]=[CH:9][CH:8]=[C:7]3[C:3]=2[C:4]2([C:15]4=[CH:16][C:17]5[O:21][CH2:20][O:19][C:18]=5[CH:22]=[C:14]4[O:13][CH2:12]2)[C:5](=[O:11])[NH:6]3)[CH:26]=[N:25][CH:24]=1. Procedure: Following the procedure as described in EXAMPLE 4, and making non-critical variations using 4′-bromospiro[furo[2,3-f][1,3]benzodioxole-7,3′-indol]-2′(1′H)-one to replace 4′-bromo-1-pentylspiro[furo[2,3-f][1,3]benzodioxole-7,3′-indol]-2′(1′H)-one, and pyrimidin-5-ylboronic acid to replace [6-(dimethylamino)pyridin-3-yl]boronic acid, the title compound was obtained (32%) as a colorless solid: mp 185-187° C.; 1H NMR (300 MHz, DMSO-d6) δ 10.85 (s, 1H), 9.02 (s, 1H), 8.19 (s, 2H), 7.33 (t, 1H), 7.00 ... Product: COC(C(C(=O)OC)CC1=CC=C(C=C1)OCCO)=O (2-[4-(2-hydroxy-ethoxy)-benzyl]-malonic acid dimethyl ester). Reactants: COC(C(C(=O)OC)CC1=CC=C(C=C1)OCCOCC1=CC=CC=C1)=O (2-[4-(2-benzyloxy-ethoxy)-benzyl]-malonic acid dimethyl ester). Reported procedure: A solution of 2-[4-(2-benzyloxy-ethoxy)-benzyl]-malonic acid dimethyl ester (64.0 g, 172 mmol) in ethyl acetate (700 mL) was hydrogenated at 3 atm. in the presence of 10% palladium on charcoal (3.0 g). The solution was filtered, and the filtrate evaporated under vacuo to give 2-[4-(2-hydroxy-ethoxy)-benzyl]-malonic acid dimethyl ester. 1H NMR (300 MHz, CDCl3): δ2.06 (bs, 1H), 3.18 (d, 2H), 3.63 (t, 1H), 3.70 (s, 6H), 3.94 (t, 2H), 4.05 (t, 3H), 6.83 (d, 2H), 7.12 (d, 2H). The reagents and catalysts are [Pd] (palladium on charcoal). As a reaction SMILES: [CH3:1][O:2][C:3](=[O:27])[CH:4]([CH2:9][C:10]1[CH:15]=[CH:14][C:13]([O:16][CH2:17][CH2:18][O:19]CC2C=CC=CC=2)=[CH:12][CH:11]=1)[C:5]([O:7][CH3:8])=[O:6]>C(OCC)(=O)C.[Pd]>[CH3:8][O:7][C:5](=[O:6])[CH:4]([CH2:9][C:10]1[CH:11]=[CH:12][C:13]([O:16][CH2:17][CH2:18][OH:19])=[CH:14][CH:15]=1)[C:3]([O:2][CH3:1])=[O:27]. Run in C(C)(=O)OCC (ethyl acetate). The product is Clc1cc(Cl)c(OCCBr)c(Cl)c1. Reactants: BrCCBr, CCO, [Na+], [OH-], O, Oc1c(Cl)cc(Cl)cc1Cl. Reaction SMILES: [Br:13][CH2:14][CH2:15][Br:16].[CH3:18][CH2:19][OH:20].[Na+:2].[OH-:1].[OH2:17].[OH:3][c:4]1[c:5]([Cl:6])[cH:7][c:8]([Cl:9])[cH:10][c:11]1[Cl:12]>>[O:3]([c:4]1[c:5]([Cl:6])[cH:7][c:8]([Cl:9])[cH:10][c:11]1[Cl:12])[CH2:15][CH2:14][Br:13].